From a dataset of the Open Reaction Database (ORD), a public repository of structured organic reaction records. describe an organic reaction: reactants, conditions, products, and yield Reactants: C(C)(C)[N-]C(C)C.[Li+] (lithium diisopropylamide), C(C)OC(C=C1CCN(CC1)C(=O)OC(C)(C)C)=O ((1-tert-butoxycarbonylpiperidin-4-ylidene)acetic acid ethyl ester), C(C)(C)(C)OC(=O)N1CCC(CC1)=O (1-tert-butoxycarbonyl-4-piperidone), triethyl phosphonoacetate, C(O)([O-])=O.[Na+] (sodium hydrogencarbonate). The solvent is O1CCCC1 (tetrahydrofuran), C(C)(=O)O (acetic acid), O1CCCC1 (tetrahydrofuran). Run at time 15 minute. Yields the product C(C)OC(CC1=CCN(CC1)C(=O)OC(C)(C)C)=O ((1-tert-butoxycarbonyl-1,2,5,6-tetrahydropyridin-4-yl)acetic acid ethyl ester). Yield: 109.7%. Reaction SMILES: [CH2:1]([O:3][C:4](=[O:19])[CH:5]=[C:6]1[CH2:11][CH2:10][N:9]([C:12]([O:14][C:15]([CH3:18])([CH3:17])[CH3:16])=[O:13])[CH2:8][CH2:7]1)[CH3:2].C(OC(N1CCC(=O)CC1)=O)(C)(C)C.C([N-]C(C)C)(C)C.[Li+].C(=O)([O-])O.[Na+]>O1CCCC1.C(O)(=O)C>[CH2:1]([O:3][C:4](=[O:19])[CH2:5][C:6]1[CH2:11][CH2:10][N:9]([C:12]([O:14][C:15]([CH3:18])([CH3:17])[CH3:16])=[O:13])[CH2:8][CH:7]=1)[CH3:2] |f:2.3,4.5|. Procedure details: A solution of 300 mg of (1-tert-butoxycarbonylpiperidin-4-ylidene)acetic acid ethyl ester (which had been prepared by Horner-Wittig reaction of commercially available 1-tert-butoxycarbonyl-4-piperidone and triethyl phosphonoacetate by the method known per se) in 30 ml of tetrahydrofuran was cooled to −78° C., to which 1.3 ml of a tetrahydrofuran solution (1.5 M) of lithium diisopropylamide was added and stirred for 15 minutes. Thereafter 150 μl of acetic acid was added, and the system was warmed... Starting materials: NC(=CC(CS(=O)(=O)NC)=O)C (4-amino-N-methyl-2-oxo-3-pentenesulfonamide), CI (methyl iodide), C([O-])([O-])=O.[K+].[K+] (potassium carbonate). Run in CN(C=O)C (dimethylformamide). Conditions: time 6 hour. Yields the product NC(=CC(CS(=O)(=O)N(C)C)=O)C (4-amino-N,N-dimethyl-2-oxo-3-pentenesulfonamide). As a reaction SMILES: [NH2:1][C:2]([CH3:12])=[CH:3][C:4](=[O:11])[CH2:5][S:6]([NH:9][CH3:10])(=[O:8])=[O:7].CI.[C:15](=O)([O-])[O-].[K+].[K+]>CN(C)C=O>[NH2:1][C:2]([CH3:12])=[CH:3][C:4](=[O:11])[CH2:5][S:6]([N:9]([CH3:15])[CH3:10])(=[O:7])=[O:8] |f:2.3.4|. Reported procedure: A solution of 3.8 g of 4-amino-N-methyl-2-oxo-3-pentenesulfonamide and 1.9 ml of methyl iodide in 50 ml of dimethylformamide was treated with 6 g of finely ground dry potassium carbonate and the mixture was thereupon stirred intensively at room temperature under argon for 6 hours. The organic salts were then filtered off, rinsed with methylene chloride and the filtrate was concentrated to dryness under reduced pressure. The residue was partitioned between water and methylene chloride, the organi... Reactants: COc1ccc(C(O)(C(C)c2ccc(-c3ccc(CC#N)cc3)cc2Cl)C(F)(F)F)cn1, Cl, C1COCCO1, O. The product is CC(c1ccc(-c2ccc(CC#N)cc2)cc1Cl)C(O)(c1ccc(=O)[nH]c1)C(F)(F)F. RXN SMILES: [Cl:1][c:2]1[cH:3][c:4](-[c:24]2[cH:25][cH:26][c:27]([CH2:30][C:31]#[N:32])[cH:28][cH:29]2)[cH:5][cH:6][c:7]1[CH:8]([C:9]([C:10]([F:11])([F:12])[F:13])([c:14]1[cH:15][n:16][c:17]([O:20][CH3:21])[cH:18][cH:19]1)[OH:22])[CH3:23].[ClH:33].[O:35]1[CH2:36][CH2:37][O:38][CH2:39][CH2:40]1.[OH2:34]>>[Cl:1][c:2]1[cH:3][c:4](-[c:24]2[cH:25][cH:26][c:27]([CH2:30][C:31]#[N:32])[cH:28][cH:29]2)[cH:5][cH:6][c:7]1[CH:8]([C:9]([C:10]([F:11])([F:12])[F:13])([c:14]1[cH:15][nH:16][c:17](=[O:20])[cH:18][cH:19]1)[OH:22])[CH3:23]. The reactants are ClC=1SC(=C(N1)C(=O)O)C(=O)OCC (2-chloro-5-(ethoxy carbonyl)-1,3-thiazole-4-carboxylic acid), ClC=1SC(=C(N1)C(=O)O)C(=O)OCC (2-chloro-5-(ethoxy carbonyl)-1,3-thiazole-4-carboxylic acid), S(=O)(Cl)Cl (thionyl chloride). Yields the product ClC=1SC(=C(N1)C(=O)Cl)C(=O)OCC (Ethyl 2-chloro-4-(chlorocarbonyl)-1,3-thiazole-5-carboxylate). RXN SMILES: [Cl:1][C:2]1[S:3][C:4]([C:10]([O:12][CH2:13][CH3:14])=[O:11])=[C:5]([C:7](O)=[O:8])[N:6]=1.S(Cl)([Cl:17])=O>>[Cl:1][C:2]1[S:3][C:4]([C:10]([O:12][CH2:13][CH3:14])=[O:11])=[C:5]([C:7]([Cl:17])=[O:8])[N:6]=1. Reported procedure: 2-Chloro-5-(ethoxycarbonyl)-1,3-thiazole-4-carboxylic acid (Intermediate 7, 1 g, 4.24 mmol) was dissolved in thionyl chloride (5 mL) and refluxed for two hours. It was then concentrated to give the desired product (light brown oil, 1 g). NMR (CDCl3): 1.37 (t, 3H), 4.39 (q, 2H). Reactants: CC(C)(C)OC(=O)N1CCCC1C(=O)O, O=C([O-])O, CCN=C=NCCCN(C)C, OC1CCNCC1, [Na+], CN(C)C=O, O, On1nnc2ccccc21. Product: CC(C)(C)OC(=O)N1CCCC1C(=O)N1CCC(O)CC1. As a reaction SMILES: [C:1]([CH3:2])([CH3:3])([CH3:4])[O:5][C:6](=[O:7])[N:8]1[CH:9]([C:13](=[O:14])[OH:15])[CH2:10][CH2:11][CH2:12]1.[C:50](=[O:51])([OH:52])[O-:53].[CH3:16][CH2:17][N:18]=[C:19]=[N:20][CH2:21][CH2:22][CH2:23][N:24]([CH3:25])[CH3:26].[NH:37]1[CH2:38][CH2:39][CH:40]([OH:43])[CH2:41][CH2:42]1.[Na+:54].[O:44]=[CH:45][N:46]([CH3:47])[CH3:48].[OH2:49].[OH:27][n:28]1[c:29]2[c:30]([cH:31][cH:32][cH:33][cH:34]2)[n:35][n:36]1>>[C:1]([CH3:2])([CH3:3])([CH3:4])[O:5][C:6](=[O:7])[N:8]1[CH:9]([C:13](=[O:15])[N:37]2[CH2:38][CH2:39][CH:40]([OH:43])[CH2:41][CH2:42]2)[CH2:10][CH2:11][CH2:12]1. The reactants are CCOC(=O)c1ccc(Br)c(OCC(N)=O)c1Br, C1CCOC1, [Na+], [OH-], O. The product is NC(=O)COc1c(Br)ccc(C(=O)O)c1Br. As a reaction SMILES: [Br:1][c:2]1[c:3]([C:4](=[O:5])[O:6][CH2:7][CH3:8])[cH:9][cH:10][c:11]([Br:18])[c:12]1[O:13][CH2:14][C:15](=[O:16])[NH2:17].[CH2:21]1[O:22][CH2:23][CH2:24][CH2:25]1.[Na+:20].[OH-:19].[OH2:26]>>[Br:1][c:2]1[c:3]([C:4](=[O:5])[OH:6])[cH:9][cH:10][c:11]([Br:18])[c:12]1[O:13][CH2:14][C:15](=[O:16])[NH2:17]. Reactants: COC(=O)[C@H]1N(CCC1)CC=1C(=NC=C(C1)Br)N ((S)-1-(2-amino-5-bromo-pyridin-3-ylmethyl)pyrrolidine-2-carboxylic acid methyl ester), [H-].[Na+] (NaH). The solvent is O (H2O), CS(=O)C (DMSO). Reaction conditions: time 4 hour. Yields the product BrC=1C=NC2=C(CN3CCC[C@H]3C(N2)=O)C1 ((S)-6-Bromo-1,2,3,4,9,10a-hexahydro-3a,8,9-triaza-benzo[f]azulen-10-one). Isolated yield 84.0%. As a reaction SMILES: C[O:2][C:3]([C@@H:5]1[CH2:9][CH2:8][CH2:7][N:6]1[CH2:10][C:11]1[C:12]([NH2:18])=[N:13][CH:14]=[C:15]([Br:17])[CH:16]=1)=O.[H-].[Na+]>CS(C)=O.O>[Br:17][C:15]1[CH:14]=[N:13][C:12]2[NH:18][C:3](=[O:2])[C@H:5]3[N:6]([CH2:7][CH2:8][CH2:9]3)[CH2:10][C:11]=2[CH:16]=1 |f:1.2|. Reported procedure: A solution of (S)-1-(2-amino-5-bromo-pyridin-3-ylmethyl)pyrrolidine-2-carboxylic acid methyl ester (3.66 g, 11.6 mmol) in DMSO (120 mL) was treated with NaH (60% dispersion in mineral oil, 0.47 g, 11.7 mmol). After stirring at room temperature for 4 h, the mixture was diluted with H2O (2500 mL) and extracted with EtOAc (5×150 mL). The combined organic layers were washed with H2O (4×100 mL) and brine (100 mL), dried over Na2SO4, filtered and the solvent was removed in vacuo. Purification by flash... Starting materials: S(=O)(=O)(Cl)Cl (sulfuryl chloride), ClC1=CC=C(C=C1)C=1N=C(N(C1)C(F)F)C (4-(4-chlorophenyl)-1-difluoromethyl-2-methyl-1H-imidazole), C(O)([O-])=O.[Na+] (sodium hydrogen carbonate). The solvent is ClC(Cl)(Cl)Cl (tetrachloromethane). Run at time 2 hour. Yields the product ClC1=C(N=C(N1C(F)F)C)C1=CC=C(C=C1)Cl (5-Chloro-4-(4-chlorophenyl)-1-difluoromethyl-2-methyl-1H-imidazole). RXN SMILES: S(Cl)([Cl:4])(=O)=O.[Cl:6][C:7]1[CH:12]=[CH:11][C:10]([C:13]2[N:14]=[C:15]([CH3:21])[N:16]([CH:18]([F:20])[F:19])[CH:17]=2)=[CH:9][CH:8]=1.C(=O)([O-])O.[Na+]>ClC(Cl)(Cl)Cl>[Cl:4][C:17]1[N:16]([CH:18]([F:20])[F:19])[C:15]([CH3:21])=[N:14][C:13]=1[C:10]1[CH:9]=[CH:8][C:7]([Cl:6])=[CH:12][CH:11]=1 |f:2.3|. Procedure: 26.7 g (0.19 mol) of sulfuryl chloride were added dropwise with ice-cooling to a suspension of 24 g (98 mmol) of 4-(4-chlorophenyl)-1-difluoromethyl-2-methyl-1H-imidazole in 200 ml of tetrachloromethane. After the reaction mixture had been stirred for 2 hours, an excess of saturated aqueous sodium hydrogen carbonate solution was added dropwise (still with ice-cooling). The solids were subsequently filtered off. The organic phase was washed with water until neutral, dried over magnesium sulfate a...